Dataset: the Open Reaction Database (ORD), a public repository of structured organic reaction records. Task: describe an organic reaction: reactants, conditions, products, and yield Starting materials: CO, CN(C)CC1COCCN1Cc1ccccc1, Cl. As a reaction SMILES: [CH3:19][OH:20].[CH3:1][N:2]([CH2:3][CH:4]1[CH2:5][O:6][CH2:7][CH2:8][N:9]1[CH2:10][c:11]1[cH:12][cH:13][cH:14][cH:15][cH:16]1)[CH3:17].[ClH:18]>>[CH3:1][N:2]([CH2:3][CH:4]1[CH2:5][O:6][CH2:7][CH2:8][NH:9]1)[CH3:17].[ClH:18]. Yields the product CN(C)CC1COCCN1, Cl. Reactants: CCOc1cc2c(C)c(CCOS(C)(=O)=O)c(=O)oc2cc1OC, CCO, c1ccc(C2CCNCC2)cc1. Yields the product CCOc1cc2c(C)c(CCN3CCC(c4ccccc4)CC3)c(=O)oc2cc1OC. As a reaction SMILES: [CH2:1]([CH3:2])[O:3][c:4]1[c:5]([O:23][CH3:24])[cH:6][c:7]2[c:8]([c:9]([CH3:21])[c:10]([CH2:14][CH2:15][O:16][S:17]([CH3:18])(=[O:19])=[O:20])[c:11](=[O:13])[o:12]2)[cH:22]1.[CH3:37][CH2:38][OH:39].[c:25]1([CH:31]2[CH2:32][CH2:33][NH:34][CH2:35][CH2:36]2)[cH:26][cH:27][cH:28][cH:29][cH:30]1>>[CH2:1]([CH3:2])[O:3][c:4]1[c:5]([O:23][CH3:24])[cH:6][c:7]2[c:8]([c:9]([CH3:21])[c:10]([CH2:14][CH2:15][N:34]3[CH2:33][CH2:32][CH:31]([c:25]4[cH:26][cH:27][cH:28][cH:29][cH:30]4)[CH2:36][CH2:35]3)[c:11](=[O:13])[o:12]2)[cH:22]1. As a reaction SMILES: [C:1]([CH3:2])([CH3:3])([CH3:4])[O:5][C:6](=[O:7])[NH:8][CH:9]([CH2:10][c:11]1[cH:12][cH:13][c:14]([OH:17])[cH:15][cH:16]1)[C:18](=[O:19])[NH:20][CH2:21][C:22](=[O:23])[N:24]([CH3:25])[CH2:26][C:27](=[O:28])[OH:29].[C:57]([O:58][C:59]([NH:60][CH:61]([C:62]([NH:63][CH2:64][C:65]([NH:66][CH:67]([C:68]([OH:69])=[O:70])[CH3:71])=[O:72])=[O:73])[CH2:74][c:75]1[cH:76][cH:77][c:78]([OH:79])[cH:80][cH:81]1)=[O:82])([CH3:83])([CH3:84])[CH3:85].[CH2:30]([c:31]1[cH:32][cH:33][cH:34][cH:35][cH:36]1)[O:37][C:38]([CH:39]([NH:40][C:41]([CH:42]([NH2:43])[CH2:44][c:45]1[cH:46][cH:47][cH:48][cH:49][cH:50]1)=[O:51])[CH2:52][CH2:53][S:54][CH3:55])=[O:56].[CH2:86]([O:87][C:88](=[O:89])[CH:90]([CH2:91][CH:92]([CH3:93])[CH3:94])[NH:95][C:96](=[O:97])[CH:98]([CH2:99][c:100]1[cH:101][cH:102][cH:103][cH:104][cH:105]1)[NH2:106])[c:107]1[cH:108][cH:109][cH:110][cH:111][cH:112]1>>[C:1]([CH3:2])([CH3:3])([CH3:4])[O:5][C:6](=[O:7])[NH:8][CH:9]([CH2:10][c:11]1[cH:12][cH:13][c:14]([OH:17])[cH:15][cH:16]1)[C:18](=[O:19])[NH:20][CH2:21][C:22](=[O:23])[N:24]([CH3:25])[CH2:26][C:27](=[O:28])[NH:43][CH:42]([C:41]([NH:40][CH:39]([C:38]([O:37][CH2:30][c:31]1[cH:32][cH:33][cH:34][cH:35][cH:36]1)=[O:56])[CH2:52][CH2:53][S:54][CH3:55])=[O:51])[CH2:44][c:45]1[cH:46][cH:47][cH:48][cH:49][cH:50]1. Reactants: CN(CC(=O)O)C(=O)CNC(=O)C(Cc1ccc(O)cc1)NC(=O)OC(C)(C)C, CC(NC(=O)CNC(=O)C(Cc1ccc(O)cc1)NC(=O)OC(C)(C)C)C(=O)O, CSCCC(NC(=O)C(N)Cc1ccccc1)C(=O)OCc1ccccc1, CC(C)CC(NC(=O)C(N)Cc1ccccc1)C(=O)OCc1ccccc1. Product: CSCCC(NC(=O)C(Cc1ccccc1)NC(=O)CN(C)C(=O)CNC(=O)C(Cc1ccc(O)cc1)NC(=O)OC(C)(C)C)C(=O)OCc1ccccc1. The reactants are COC(=O)C1CCC(C(=O)O)CC1, Fc1ccccc1[Zn+], [I-], C1CCOC1, O=S(Cl)Cl. The product is COC(=O)C1CCC(C(=O)c2ccccc2F)CC1. Reaction SMILES: [C:1](=[O:2])([O:3][CH3:4])[CH:5]1[CH2:6][CH2:7][CH:8]([C:11](=[O:12])[OH:13])[CH2:9][CH2:10]1.[F:19][c:20]1[c:21]([Zn+:26])[cH:22][cH:23][cH:24][cH:25]1.[I-:18].[O:27]1[CH2:28][CH2:29][CH2:30][CH2:31]1.[S:14]([Cl:15])([Cl:16])=[O:17]>>[C:1](=[O:2])([O:3][CH3:4])[CH:5]1[CH2:6][CH2:7][CH:8]([C:11](=[O:13])[c:21]2[c:20]([F:19])[cH:25][cH:24][cH:23][cH:22]2)[CH2:9][CH2:10]1. The reactants are epoxy resin, epoxide, 265, epoxy resins, C(C(=C)C)(=O)O (methacrylic acid), C1(O)=CC=C(O)C=C1 (hydroquinone), acid, 208, vinyl ester, C1C=CC2C1C3CC2C=C3 (dicyclopentadiene), C1(=CC=CC=C1)O (phenol), C(C)(=O)[O-].C(C)[P+](C1=CC=CC=C1)(C1=CC=CC=C1)C1=CC=CC=C1 (ethyltriphenylphosphonium acetate). Run in C=CC1=CC=CC=C1 (styrene). Yields the product C(=C)C1=C(C=CC=C1)C=C (divinyl benzene). As a reaction SMILES: C1[CH:5]2[CH:6]3[CH:10]=[CH:9][CH:8]([CH:4]2[CH:3]=[CH:2]1)[CH2:7]3.[C:11]1(O)C=CC=CC=1.C([O-])(=O)C.C([P+](C1C=CC=CC=1)(C1C=CC=CC=1)C1C=CC=CC=1)C.C(O)(=O)C(C)=C.C1(C=CC(O)=CC=1)O>C=CC1C=CC=CC=1>[CH:7]([C:8]1[CH:9]=[CH:10][CH:6]=[CH:5][C:4]=1[CH:3]=[CH2:2])=[CH2:11] |f:2.3|. Procedure details: A reactor is charged with 600 g of an epoxy resin prepared from dicyclopentadiene and phenol having an average functionality of about 3.2 and an epoxide equivalent weight (EEW) of 265. The resin is heated at 120° C. for 1 hour with 0.43 g of a 70 weight percent methanolic solution of ethyltriphenylphosphonium acetate.acetic acid complex catalyst with a nitrogen sparge. To the resulting mixture is added 200 g of the diglycidyl ether of bisphenol A having an EEW of 179 thereby forming a homogeneou...